describe an organic reaction: reactants, conditions, products, and yield From a dataset of the Open Reaction Database (ORD), a public repository of structured organic reaction records. Starting materials: C(C)OC(=O)[C@H]1CN(CCC1)CCON1C(C=2C(C1=O)=CC=CC2)=O ((R)-1-(2-((phthalimido)oxy)ethyl)-3-piperidinecarboxylic acid ethyl ester), Cl (hydrochloric acid). Run in C(C)(=O)O (acetic acid). Run at temperature 80 celsius. The product is Cl.Cl.NOCCN1C[C@@H](CCC1)C(=O)O ((R)-1-(2-((amino)oxy)ethyl)-3-piperidinecarboxylic acid dihydrochloride). RXN SMILES: C([O:3][C:4]([C@@H:6]1[CH2:11][CH2:10][CH2:9][N:8]([CH2:12][CH2:13][O:14][N:15]2C(=O)C3=CC=CC=C3C2=O)[CH2:7]1)=[O:5])C.[ClH:26]>C(O)(=O)C>[ClH:26].[ClH:26].[NH2:15][O:14][CH2:13][CH2:12][N:8]1[CH2:9][CH2:10][CH2:11][C@@H:6]([C:4]([OH:5])=[O:3])[CH2:7]1 |f:3.4.5|. Procedure details: A mixture of the above ester (3.3 g, 10 mmol), acetic acid (7 ml) and concentrated hydrochloric acid (4.2 ml) was heated at 80° C. for 1.5 h. The reaction mixture was cooled to 5° C., filtered and the filterpad washed with cold acetic acid (2×2 ml). The solvent was evaporated from the filtrate in vacuo and the residue was dissolved in warm absolute ethanol (10 ml) and left for crystallisation. The precipitate was collected and dried in vacuo to give 1.1 g of (R)-1-(2-((amino)oxy)ethyl)-3-piperid...